This data is from the Open Reaction Database (ORD), a public repository of structured organic reaction records. The task is: describe an organic reaction: reactants, conditions, products, and yield The yield is 84.8%. Reported procedure: To a solution of water (60 mL) which contains methanesulfonic acid (0.16 mL, 2.33 mMol) was added 2-dipropylamino-8-methylthio-1,2,3,4-tetrahydronaphthalene (630 mg, 2.33 mMol). To this solution was added a solution of sodium metaperiodate (550 mg, 2.57 mMol) in water (10 mL), and the reaction mixture was stirred for two days at room temperature. The reaction mixture was made basic (NH4OH) and extracted with dichloromethane. The organic extracts were combined, dried (Na2SO4) and concentrated in ... Run at time 2 day. Yields the product C(CC)N(C1CC2=C(C=CC=C2CC1)S(=O)C)CCC (2-Di-n-propylamino-8-methylsulfinyl-1,2,3,4-tetrahydronaphthalene). Reaction SMILES: [CH3:1][S:2]([OH:5])(=O)=O.[CH2:6]([N:9]([CH2:22][CH2:23][CH3:24])[CH:10]1[CH2:19][CH2:18][C:17]2[C:12](=[C:13](SC)[CH:14]=[CH:15][CH:16]=2)[CH2:11]1)[CH2:7][CH3:8].I([O-])(=O)(=O)=O.[Na+].[NH4+].[OH-]>O>[CH2:22]([N:9]([CH2:6][CH2:7][CH3:8])[CH:10]1[CH2:19][CH2:18][C:17]2[C:12](=[C:13]([S:2]([CH3:1])=[O:5])[CH:14]=[CH:15][CH:16]=2)[CH2:11]1)[CH2:23][CH3:24] |f:2.3,4.5|. Reactants: CS(=O)(=O)O (methanesulfonic acid), [NH4+].[OH-] (NH4OH), C(CC)N(C1CC2=C(C=CC=C2CC1)SC)CCC (2-dipropylamino-8-methylthio-1,2,3,4-tetrahydronaphthalene), I(=O)(=O)(=O)[O-].[Na+] (sodium metaperiodate). Run in O (water), O (water). The reactants are ClS(=O)(=O)C=1SC(=CC1)C#CCCC (2-chlorosulfonyl-5-(1-pentynyl)thiophene), NC1=C(C(=NO1)C)Br (5-amino-4-bromo-3-methylisoxazole). Yields the product BrC=1C(=NOC1NS(=O)(=O)C=1SC(=CC1)C#CCCC)C (N-(bromo-3-methyl-5-isoxazolyl)-5-(1-pentynyl)thiophene-2-sulfonamide). Yield: 87.6%. Reaction SMILES: Cl[S:2]([C:5]1[S:6][C:7]([C:10]#[C:11][CH2:12][CH2:13][CH3:14])=[CH:8][CH:9]=1)(=[O:4])=[O:3].[NH2:15][C:16]1[O:20][N:19]=[C:18]([CH3:21])[C:17]=1[Br:22]>>[Br:22][C:17]1[C:18]([CH3:21])=[N:19][O:20][C:16]=1[NH:15][S:2]([C:5]1[S:6][C:7]([C:10]#[C:11][CH2:12][CH2:13][CH3:14])=[CH:8][CH:9]=1)(=[O:4])=[O:3]. Procedure: N-(bromo-3-methyl-5-isoxazolyl)-5-(1-pentynyl)thiophene-2-sulfonamide was prepared in the same manner as described in Example 2. Reaction of 2-chlorosulfonyl-5-(1-pentynyl)thiophene (55 mg. 0.22 mmol) with 5-amino-4-bromo-3-methylisoxazole (43 mg, 0.22 mmol) yielded 75 mg of N-(bromo-3-methyl-5-isoxazolyl)-5-(1-pentynyl)thiophene-2-sulfonamide (87% yield). A portion of the product was further purified by preparative HPLC to give the pure sulfonamide as a light brown oil.